This data is from the Open Reaction Database (ORD), a public repository of structured organic reaction records. The task is: describe an organic reaction: reactants, conditions, products, and yield Reactants: Compound 21, ClC1=NSN=C1C1=CC(=CC=C1)OC (3-chloro-4-(3-methoxyphenyl)-1,2,5-thiadiazole), [F-].[K+] (potassium fluoride). Solvent: S1(=O)(=O)CCCC1 (sulfolane). Yields the product FC1=NSN=C1C1=CC(=CC=C1)OC (3-fluoro-4-(3-methoxyphenyl)-1,2,5-thiadiazole). The yield is 25.9%. Reaction SMILES: Cl[C:2]1[C:6]([C:7]2[CH:12]=[CH:11][CH:10]=[C:9]([O:13][CH3:14])[CH:8]=2)=[N:5][S:4][N:3]=1.[F-:15].[K+]>S1(CCCC1)(=O)=O>[F:15][C:2]1[C:6]([C:7]2[CH:12]=[CH:11][CH:10]=[C:9]([O:13][CH3:14])[CH:8]=2)=[N:5][S:4][N:3]=1 |f:1.2|. Procedure: By the method of M. Geisel and R. Mews (Chem. Ber. 115, 2135 (1982), incorporated herein by reference, 2.0 g (0.0088 mole) of 3-chloro-4-(3-methoxyphenyl)-1,2,5-thiadiazole (from Example 2) was heated with 2.04 g (0.035 mole) of potassium fluoride in 20 ml of sulfolane at 180° C. to produce 0.48 g of 3-fluoro-4-(3-methoxyphenyl)-1,2,5-thiadiazole, Compound 21 of Table I. Compounds 18-20 of Table I were also prepared by this method. The reactants are N1C(=O)N=C(N)C=C1 (cytosine), Cl[Sn](Cl)(Cl)Cl (SnCl4), C(C)(=O)O[C@@H]1[C@H](OC(C2=CC=CC=C2)=O)[C@@H](OC(C2=CC=CC=C2)=O)[C@H](O1)COC(C1=CC=CC=C1)=O (1-O-acetyl-2,3,5-tri-O-benzoyl-α-D-xylofuranose), [Sn](Cl)(Cl)(Cl)Cl (tin tetrachloride). Solvent: C(C)#N (acetonitrile). The product is [C@@H]1([C@H](O)[C@@H](O)[C@H](O1)CO)N1C(=O)N=C(N)C=C1 (1-(β-D-Xylofuranosyl)-cytosine). Reaction SMILES: [NH:1]1[CH:8]=[CH:7][C:5]([NH2:6])=[N:4][C:2]1=[O:3].C(O[C@H:13]1[O:35][C@H:34]([CH2:36][O:37]C(=O)C2C=CC=CC=2)[C@H:24]([O:25]C(=O)C2C=CC=CC=2)[C@H:14]1[O:15]C(=O)C1C=CC=CC=1)(=O)C.[Sn](Cl)(Cl)(Cl)Cl>C(#N)C>[C@@H:13]1([N:1]2[CH:8]=[CH:7][C:5]([NH2:6])=[N:4][C:2]2=[O:3])[O:35][C@H:34]([CH2:36][OH:37])[C@H:24]([OH:25])[C@H:14]1[OH:15]. Procedure: One equivalent of cytosine is condensed with one equivalent of 1-O-acetyl-2,3,5-tri-O-benzoyl-α-D-xylofuranose at ambient temperature, in anhydrous acetonitrile, in the presence of tin tetrachloride, SnCl4 (2 equivalents); the compound obtained is purified by chromatography on a silica column and debenzoylated using a methonal solution saturated with ammonia gas. This gives 1-(β-D-xylofuranosyl)-cytosine. Reactants: N1C=CC2=CC=C(C=C12)C(=O)OC (methyl indole-6-carboxylate), CC1=CC=C(C=C1)S(=O)(=O)Cl (4-methylbenzenesulfonylchloride), C([O-])([O-])=O.[K+].[K+] (potassium carbonate). Procedure: A solution of methyl indole-6-carboxylate (15.0 g) in 2-butanone (214 ml) was treated with 4-methylbenzenesulfonylchloride (33 g) and potassium carbonate (47.0 g) and heated to reflux under a nitrogen atmosphere for 18 hours. The hot reaction mixture was filtered, and the filtrate was evaporated to give a solid which was triturated with ether to give methyl 1-(4-methylphenylsulfonyl)indole-6-carboxylate (28.0 g, 99%) as an ivory solid NMR (80 MHz, CDC3): 2.33(s, 3H, ArCH3), 3.95(s, 3H, OCH3), 6.... As a reaction SMILES: [NH:1]1[C:9]2[C:4](=[CH:5][CH:6]=[C:7]([C:10]([O:12][CH3:13])=[O:11])[CH:8]=2)[CH:3]=[CH:2]1.[CH3:14][C:15]1[CH:20]=[CH:19][C:18]([S:21](Cl)(=[O:23])=[O:22])=[CH:17][CH:16]=1.C(=O)([O-])[O-].[K+].[K+]>CC(=O)CC>[CH3:14][C:15]1[CH:20]=[CH:19][C:18]([S:21]([N:1]2[C:9]3[C:4](=[CH:5][CH:6]=[C:7]([C:10]([O:12][CH3:13])=[O:11])[CH:8]=3)[CH:3]=[CH:2]2)(=[O:23])=[O:22])=[CH:17][CH:16]=1 |f:2.3.4|. Solvent: CC(CC)=O (2-butanone). Product: CC1=CC=C(C=C1)S(=O)(=O)N1C=CC2=CC=C(C=C12)C(=O)OC (methyl 1-(4-methylphenylsulfonyl)indole-6-carboxylate). Isolated yield 99.3%. Reactants: COC1=CC=C(C=C1)C(OC(C1C(C(C(O1)N1C(NC(C=C1)=O)=O)O[Si](C)(C)C(C)(C)C)O[Si](C)(C)C(C)(C)C)C1=CC=CC=C1)C1=CC=C(C=C1)OC (1-[5-[Bis-(4-methoxy-phenyl)-phenyl-methoxymethyl]-3,4-bis-(tert-butyl-dimethyl-silanyloxy)-tetrahydro-furan-2-yl]-1H-pyrimidine-2,4-dione), COC1=CC=C(CCl)C=C1 (para-methoxybenzyl chloride), C(C1=CC=CC=C1)OCCl (benzyloxymethyl chloride). The product is alcohol, [Si](C)(C)(C(C)(C)C)O[C@H]1[C@@H](O[C@@H]([C@H]1O[Si](C)(C)C(C)(C)C)CO)N1C(N(C(C=C1)=O)CC1=CC=C(C=C1)OC)=O (1-[(2R,3R,4R,5R)-3,4-bis{[tert-Butyl(dimethyl)silyl]oxy}-5-(hydroxymethyl)tetrahydro-2-furanyl]-3-(4-methoxybenzyl)-2,4(1H,3H)-pyrimidinedione). Reaction SMILES: COC1C=CC(C(C2C=CC(OC)=CC=2)[O:10][CH:11](C2C=CC=CC=2)[CH:12]2[O:16][CH:15]([N:17]3[CH:22]=[CH:21][C:20](=[O:23])[NH:19][C:18]3=[O:24])[CH:14]([O:25][Si:26]([C:29]([CH3:32])([CH3:31])[CH3:30])([CH3:28])[CH3:27])[CH:13]2[O:33][Si:34]([C:37]([CH3:40])([CH3:39])[CH3:38])([CH3:36])[CH3:35])=CC=1.[CH3:55][O:56][C:57]1[CH:64]=[CH:63][C:60]([CH2:61]Cl)=[CH:59][CH:58]=1.C(OCCl)C1C=CC=CC=1>>[Si:26]([O:25][C@@H:14]1[C@H:13]([O:33][Si:34]([C:37]([CH3:39])([CH3:40])[CH3:38])([CH3:35])[CH3:36])[C@@H:12]([CH2:11][OH:10])[O:16][C@H:15]1[N:17]1[CH:22]=[CH:21][C:20](=[O:23])[N:19]([CH2:61][C:60]2[CH:63]=[CH:64][C:57]([O:56][CH3:55])=[CH:58][CH:59]=2)[C:18]1=[O:24])([C:29]([CH3:31])([CH3:32])[CH3:30])([CH3:28])[CH3:27]. Reported procedure: Scheme 1 shows a route for the preparation of compound of formula 2a. By using the literature known procedures (Myers, A. G.; Gin, D. Y.; Rogers, D. H., J. Amer. Chem. Soc., 1994, 116, 4697-4718), a primary alcohol of commercially available uridine is protected by treatment with an agent such as 4,4′-dimethoxytrityl chloride at room temperature in an anhydrous solvent such as anhydrous tetrahydrofuran, followed by treatment with a silylating agent such as trialkylsilyl chloride, alkylarylsilyl c... The reactants are Cl.C1(CC1)N(C(C1=CC=C(C=C1)C1=CN=CO1)=O)C1CCNCC1 (N-cyclopropyl-4-oxazol-5-yl-N-piperidin-4-yl-benzamide hydrochloride), ClC1=NC=C(C=C1)Cl (2,5-dichloro-pyridine). Solvent: CN1C(CCC1)=O (N-methylpyrrolidinone). Yields the product ClC=1C=CC(=NC1)N1CCC(CC1)N(C(C1=CC=C(C=C1)C1=CN=CO1)=O)C1CC1 (N-(5′-Chloro-3,4,5,6-tetrahydro-2H-[1,2′]bipyridinyl-4-yl)-N-cyclopropyl-4-oxazol-5-yl-benzamide). Reaction SMILES: Cl.[CH:2]1([N:5]([CH:19]2[CH2:24][CH2:23][NH:22][CH2:21][CH2:20]2)[C:6](=[O:18])[C:7]2[CH:12]=[CH:11][C:10]([C:13]3[O:17][CH:16]=[N:15][CH:14]=3)=[CH:9][CH:8]=2)[CH2:4][CH2:3]1.Cl[C:26]1[CH:31]=[CH:30][C:29]([Cl:32])=[CH:28][N:27]=1>CN1CCCC1=O>[Cl:32][C:29]1[CH:30]=[CH:31][C:26]([N:22]2[CH2:23][CH2:24][CH:19]([N:5]([CH:2]3[CH2:4][CH2:3]3)[C:6](=[O:18])[C:7]3[CH:8]=[CH:9][C:10]([C:13]4[O:17][CH:16]=[N:15][CH:14]=4)=[CH:11][CH:12]=3)[CH2:20][CH2:21]2)=[N:27][CH:28]=1 |f:0.1|. Procedure: The title compound is prepared from N-cyclopropyl-4-oxazol-5-yl-N-piperidin-4-yl-benzamide hydrochloride and 2,5-dichloro-pyridine following a procedure analogous to that described in Example 19 using N-methylpyrrolidinone as solvent. LC (method 16): tR=0.43 min; Mass spectrum (ESI+): m/z=423 [M+H]+. The product is EtOAc Hexanes, C1(=CC=CC=C1)[C@H](C)N1C(=NC=2C1=NC(=CN2)\C=C/C)O ((S,Z)-1-(1-phenylethyl)-6-(prop-1-enyl)-1H-imidazo[4,5-b]pyrazin-2-ol). Conditions: temperature 90 celsius. Isolated yield 63.0%. Reaction SMILES: Br[C:2]1[N:7]=[C:6]2[N:8]([C@H:12]([C:14]3[CH:19]=[CH:18][CH:17]=[CH:16][CH:15]=3)[CH3:13])[C:9]([OH:11])=[N:10][C:5]2=[N:4][CH:3]=1.[CH:20](/B(O)O)=[CH:21]/[CH3:22]>>[C:14]1([C@@H:12]([N:8]2[C:6]3=[N:7][C:2](/[CH:20]=[CH:21]\[CH3:22])=[CH:3][N:4]=[C:5]3[N:10]=[C:9]2[OH:11])[CH3:13])[CH:19]=[CH:18][CH:17]=[CH:16][CH:15]=1. Procedure details: A scintillation vial equipped with a stirbar was charged with (S)-6-bromo-1-(1-phenylethyl)-1H-imidazo[4,5-b]pyrazin-2-ol (1.0 equiv), (Z)-prop-1-enyl boronic acid (2.0 equiv) and (DPPF)PdCl2 (0.10 equiv). The vial was fitted with a septum-lined cap and purged with nitrogen for 5-10 min. To this mixture was added dioxane (16.6 volume equivalents) and degassed 2N K2CO3 (4.2 volume equivalents) by syringe. The resulting mixture was heated to 90° C. overnight. The mixture was cooled to room tempera... Reactants: BrC1=CN=C2C(=N1)N(C(=N2)O)[C@@H](C)C2=CC=CC=C2 ((S)-6-bromo-1-(1-phenylethyl)-1H-imidazo[4,5-b]pyrazin-2-ol), C(=C/C)/B(O)O ((Z)-prop-1-enyl boronic acid), (DPPF)PdCl2. Reactants: C(C)(=O)OC(C)=O (acetic anhydride), C(C)(=O)[O-].[Na+] (sodium acetate), BrC=1C=C2C=CC(=CC2=CC1)O (6-bromo-2-naphthol). Solvent: C1(=CC=CC=C1)C (toluene). The product is C(C)(=O)OC1=CC2=CC=C(C=C2C=C1)Br (2-acetoxy-6-bromonaphthalene). As a reaction SMILES: [C:1]([O:4][C:5](=[O:7])[CH3:6])(=O)[CH3:2].C([O-])(=O)C.[Na+].[Br:13][C:14]1[CH:15]=[C:16]2[C:21](=[CH:22][CH:23]=1)C=C(O)[CH:18]=[CH:17]2>C1(C)C=CC=CC=1>[C:5]([O:4][C:1]1[CH:18]=[CH:17][C:16]2[C:21](=[CH:22][CH:23]=[C:14]([Br:13])[CH:15]=2)[CH:2]=1)(=[O:7])[CH3:6] |f:1.2|. Procedure details: 6-bromo-2-naphthol is obtained according to the procedure of Example 1. A solution of acetic anhydride, sodium acetate, and the 6-bromo-2-naphthol in toluene is then refluxed for about 2 1/2 hours. Crude 2-acetoxy-6-bromonaphthalene is isolated therefrom by stripping the solvent from the organic layer after washing with water. The acetoxy compound is then purified by recrystallization from n-butanol. Starting materials: CCOC(=O)CBr, O=C([O-])[O-], CN(C)C=O, [K+], [K+], Cc1cc(C)nc(O)n1. Product: CCOC(=O)COc1nc(C)cc(C)n1. RXN SMILES: [Br:10][CH2:11][C:12](=[O:13])[O:14][CH2:15][CH3:16].[C:17](=[O:18])([O-:19])[O-:20].[CH3:23][N:24]([CH3:25])[CH:26]=[O:27].[K+:21].[K+:22].[OH:1][c:2]1[n:3][c:4]([CH3:9])[cH:5][c:6]([CH3:8])[n:7]1>>[O:1]([c:2]1[n:3][c:4]([CH3:9])[cH:5][c:6]([CH3:8])[n:7]1)[CH2:11][C:12](=[O:13])[O:14][CH2:15][CH3:16]. Reactants: CCOC(=O)c1c(C)n[nH]c1C, FC(F)(F)Oc1cccc(I)c1. Yields the product CCOC(=O)c1c(C)nn(-c2cccc(OC(F)(F)F)c2)c1C. Reaction SMILES: [CH2:1]([CH3:2])[O:3][C:4](=[O:5])[c:6]1[c:7]([CH3:12])[n:8][nH:9][c:10]1[CH3:11].[F:13][C:14]([O:15][c:16]1[cH:17][c:18]([I:22])[cH:19][cH:20][cH:21]1)([F:23])[F:24]>>[CH2:1]([CH3:2])[O:3][C:4](=[O:5])[c:6]1[c:7]([CH3:12])[n:8][n:9](-[c:18]2[cH:17][c:16]([O:15][C:14]([F:13])([F:23])[F:24])[cH:21][cH:20][cH:19]2)[c:10]1[CH3:11]. Reported procedure: N-triphenylmethyl-2-paranitrophenoxycabonylthioethylamine (300 mg) and L-proline (356 mg) were subjected to similar reactions to those described in References 2 and 4 to give 2-((S)-2-carboxypyrrolidino)carbonylthioethylamine (crude formate: 216 mg). The product was dissolved in anhydrous methanol (5 ml). Triethylamine (573 μl) and mitomycin A (287 mg: 1.0 molar equivalent) were added to the reaction solution which was then treated in a similar manner to that described in Example 1 to obtain Com... Starting materials: C1(=CC=CC=C1)C(NCCSC(=O)OC1=CC=C(C=C1)[N+](=O)[O-])(C1=CC=CC=C1)C1=CC=CC=C1 (N-triphenylmethyl-2-paranitrophenoxycabonylthioethylamine), N1[C@H](C(=O)O)CCC1 (L-proline). Reaction SMILES: C1(C(C2C=CC=CC=2)(C2C=CC=CC=2)[NH:8][CH2:9][CH2:10][S:11][C:12](OC2C=CC([N+]([O-])=O)=CC=2)=[O:13])C=CC=CC=1.[NH:36]1[CH2:43][CH2:42][CH2:41][C@H:37]1[C:38]([OH:40])=[O:39]>>[C:38]([C@@H:37]1[CH2:41][CH2:42][CH2:43][N:36]1[C:12]([S:11][CH2:10][CH2:9][NH2:8])=[O:13])([OH:40])=[O:39]. Yield: 159.8%. Yields the product C(=O)(O)[C@H]1N(CCC1)C(=O)SCCN (2-((S)-2-carboxypyrrolidino)carbonylthioethylamine).